This data is from the Open Reaction Database (ORD), a public repository of structured organic reaction records. The task is: describe an organic reaction: reactants, conditions, products, and yield The reactants are ClCCOCCN1C(C(N=C(C2=C1C=CC=C2)C2=CC=CC=C2)NC(=O)C=2NC1=CC=CC=C1C2)=O ((3RS)-1-[2-(2-chloroethoxy)ethyl]-1,3-dihydro-3-(2-indolylcarbonylamino)-5-phenyl-2H-1,4-benzodiazepine-2-one), CN1CCNCC1 (1-methylpiperazine). The solvent is C(C)(C)OC(C)C (diisopropyl ether). Run at temperature 70 celsius, time 5 hour. Yields the product CN1CCN(CC1)CCOCCN1C(C(N=C(C2=C1C=CC=C2)C2=CC=CC=C2)NC(=O)C=2NC1=CC=CC=C1C2)=O ((3RS)-1-[2-[2-(4-methyl-1-piperazinyl)-ethoxy]ethyl]-1,3-dihydro-3-(2-indolylcarbonylamino)-5-phenyl-2H-1,4-benzodiazepine-2-one). As a reaction SMILES: Cl[CH2:2][CH2:3][O:4][CH2:5][CH2:6][N:7]1[C:13]2[CH:14]=[CH:15][CH:16]=[CH:17][C:12]=2[C:11]([C:18]2[CH:23]=[CH:22][CH:21]=[CH:20][CH:19]=2)=[N:10][CH:9]([NH:24][C:25]([C:27]2[NH:28][C:29]3[C:34]([CH:35]=2)=[CH:33][CH:32]=[CH:31][CH:30]=3)=[O:26])[C:8]1=[O:36].[CH3:37][N:38]1[CH2:43][CH2:42][NH:41][CH2:40][CH2:39]1>C(OC(C)C)(C)C>[CH3:37][N:38]1[CH2:43][CH2:42][N:41]([CH2:2][CH2:3][O:4][CH2:5][CH2:6][N:7]2[C:13]3[CH:14]=[CH:15][CH:16]=[CH:17][C:12]=3[C:11]([C:18]3[CH:23]=[CH:22][CH:21]=[CH:20][CH:19]=3)=[N:10][CH:9]([NH:24][C:25]([C:27]3[NH:28][C:29]4[C:34]([CH:35]=3)=[CH:33][CH:32]=[CH:31][CH:30]=4)=[O:26])[C:8]2=[O:36])[CH2:40][CH2:39]1. Procedure: A mixture of (3RS)-1-[2-(2-chloroethoxy)ethyl]-1,3-dihydro-3-(2-indolylcarbonylamino)-5-phenyl-2H-1,4-benzodiazepine-2-one (500 mg) and 1-methylpiperazine (5.0 ml) was stirred at 70° C. for 5.0 hours. Then diisopropyl ether (30 ml) was added to the reaction mixture. After the resultant precipitate was filtered off, the filtrate was evaporated. The residue was washed with water and dried to give (3RS)-1-[2-[2-(4-methyl-1-piperazinyl)-ethoxy]ethyl]-1,3-dihydro-3-(2-indolylcarbonylamino)-5-phenyl-2...